This data is from the Open Reaction Database (ORD), a public repository of structured organic reaction records. The task is: describe an organic reaction: reactants, conditions, products, and yield The reactants are C(C1=CC=CC=C1)OC(=O)N[C@@H]1CN([C@@H]2CC3=CNC4=CC=CC([C@H]2C1)=C34)C#N (8α-benzyloxycarbonylamino-6-cyanoergoline), O (water). The reagents and catalysts are [Zn] (zinc). Run in C(C)(=O)O (acetic acid), C(C)(=O)O (acetic acid). The product is C(C1=CC=CC=C1)OC(=O)N[C@@H]1CN[C@@H]2CC3=CNC4=CC=CC([C@H]2C1)=C34 (8α-benzyloxycarbonylaminoergoline). As a reaction SMILES: [CH2:1]([O:8][C:9]([NH:11][C@H:12]1[CH2:26][C@H:25]2[C@@H:15]([CH2:16][C:17]3[C:27]4[C:20](=[CH:21][CH:22]=[CH:23][C:24]2=4)[NH:19][CH:18]=3)[N:14](C#N)[CH2:13]1)=[O:10])[C:2]1[CH:7]=[CH:6][CH:5]=[CH:4][CH:3]=1.O>C(O)(=O)C.[Zn]>[CH2:1]([O:8][C:9]([NH:11][C@H:12]1[CH2:26][C@H:25]2[C@@H:15]([CH2:16][C:17]3[C:27]4[C:20](=[CH:21][CH:22]=[CH:23][C:24]2=4)[NH:19][CH:18]=3)[NH:14][CH2:13]1)=[O:10])[C:2]1[CH:3]=[CH:4][CH:5]=[CH:6][CH:7]=1. Reported procedure: 18 g (46.5 mM) of 8α-benzyloxycarbonylamino-6-cyanoergoline obtained from step (b) in 100 ml acetic acid are added to a suspension of 40 g zinc in 100 ml acetic acid. 40 ml water are added and the mixture is heated at 100° for 10 hours. To work up, the mixture is filtered through a filtering aid such as Hyflo and concentrated in a rotary evaporator. The residue is partitioned between potassium bicarbonate aqueous solution and methylene chloride/isopropanol (b 9:1). The organic phase is dried ove... The reactants are CS(=O)(=O)c1cc(N)cc([N+](=O)[O-])c1, CC(C)N1CC(=O)N(C)c2cnc(Cl)nc21. Yields the product CC(C)N1CC(=O)N(C)c2cnc(Nc3cc([N+](=O)[O-])cc(S(C)(=O)=O)c3)nc21. As a reaction SMILES: [CH3:17][S:18](=[O:19])(=[O:20])[c:21]1[cH:22][c:23]([NH2:30])[cH:24][c:25]([N+:27](=[O:28])[O-:29])[cH:26]1.[Cl:1][c:2]1[n:3][c:4]2[c:9]([cH:10][n:11]1)[N:8]([CH3:12])[C:7](=[O:13])[CH2:6][N:5]2[CH:14]([CH3:15])[CH3:16]>>[c:2]1([NH:30][c:23]2[cH:22][c:21]([S:18]([CH3:17])(=[O:19])=[O:20])[cH:26][c:25]([N+:27](=[O:28])[O-:29])[cH:24]2)[n:3][c:4]2[c:9]([cH:10][n:11]1)[N:8]([CH3:12])[C:7](=[O:13])[CH2:6][N:5]2[CH:14]([CH3:15])[CH3:16].